This data is from the Open Reaction Database (ORD), a public repository of structured organic reaction records. The task is: describe an organic reaction: reactants, conditions, products, and yield The reactants are O (water), C1(=CC=CC=C1)C(C#N)(CCN1CCC(CC1)C1=CC=CC=C1)C1=CC=CC=C1 (2,2-diphenyl-4-(4-phenylpiperidino)butyronitrile), [N-]=[N+]=[N-].[Na+] (sodium azide). The solvent is CN(C=O)C (dimethylformamide), [Cl-].[NH4+] (ammonium chloride), [Cl-].[Li+] (lithium chloride). The product is C1(=CC=CC=C1)C(CCN1CCC(CC1)C1=CC=CC=C1)(C1=CC=CC=C1)C1=NN=NN1 (5-[1,1-diphenyl-3-(4-phenylpiperidino)propyl]-1H-tetrazole). RXN SMILES: [C:1]1([C:7]([C:24]2[CH:29]=[CH:28][CH:27]=[CH:26][CH:25]=2)([CH2:10][CH2:11][N:12]2[CH2:17][CH2:16][CH:15]([C:18]3[CH:23]=[CH:22][CH:21]=[CH:20][CH:19]=3)[CH2:14][CH2:13]2)[C:8]#[N:9])[CH:6]=[CH:5][CH:4]=[CH:3][CH:2]=1.O.[N-:31]=[N+:32]=[N-:33].[Na+]>CN(C)C=O.[Cl-].[NH4+].[Cl-].[Li+]>[C:1]1([C:7]([C:8]2[NH:33][N:32]=[N:31][N:9]=2)([C:24]2[CH:29]=[CH:28][CH:27]=[CH:26][CH:25]=2)[CH2:10][CH2:11][N:12]2[CH2:17][CH2:16][CH:15]([C:18]3[CH:19]=[CH:20][CH:21]=[CH:22][CH:23]=3)[CH2:14][CH2:13]2)[CH:2]=[CH:3][CH:4]=[CH:5][CH:6]=1 |f:2.3,5.6,7.8|. Procedure details: 11.0 Parts of 2,2-diphenyl-4-(4-phenylpiperidino)butyronitrile are dissolved in 55 parts by volume of dimethylformamide along with 2.82 parts of sodium azide, 2.32 parts of ammonium chloride and 0.04 parts of lithium chloride. This mixture is heated under a nitrogen atmosphere, in an oil bath which is kept at 125° C. The solution is cooled and poured into water which caused the formation of a gummy precipitate. The solvent phase is decanted from the gum. The gum is then crystallized from a mixtu... Reactants: C12CNCCC2CN1C1=NC2=CC=CC=C2N=C1 (2-(3,8-diaza-bicyclo[4.2.0]oct-8-yl)-quinoxaline), [C@@H]12CN(CC[C@H]2CN1)C(=O)C1=C(C=CC(=C1)F)N1N=CC=N1 ((1R,6S)-3,8-diazabicyclo[4.2.0]octan-3-yl(5-fluoro-2-(2H-1,2,3-triazol-2-yl)phenyl)methanone), NC1=NC(=CC(=N1)Cl)C (2-amino-4-chloro-6-methylpyrimidine). Reported procedure: The title compound was prepared in a manner analogous to Intermediate 2, Step A, using (1R,6S)-3,8-diazabicyclo[4.2.0]octan-3-yl(5-fluoro-2-(2H-1,2,3-triazol-2-yl)phenyl)methanone and 2-amino-4-chloro-6-methylpyrimidine. MS (ESI) mass calcd. for C20H21FN8O, 408.4; m/z found, 409.2 [M+H]+. Yields the product FC=1C=CC(=C(C1)C(=O)N1C[C@@H]2N(C[C@@H]2CC1)C1=NC(=NC(=C1)C)N)N1N=CC=N1 (4-[(1R,6S)-3-{[5-Fluoro-2-(2H-1,2,3-triazol-2-yl)phenyl]carbonyl}-3,8-diazabicyclo[4.2.0]oct-8-yl]-6-methylpyrimidin-2-amine). RXN SMILES: C12N(C3C=NC4C(=CC=CC=4)N=3)CC1CCNC2.[C@@H:19]12[NH:26][CH2:25][C@@H:24]1[CH2:23][CH2:22][N:21]([C:27]([C:29]1[CH:34]=[C:33]([F:35])[CH:32]=[CH:31][C:30]=1[N:36]1[N:40]=[CH:39][CH:38]=[N:37]1)=[O:28])[CH2:20]2.[NH2:41][C:42]1[N:47]=[C:46](Cl)[CH:45]=[C:44]([CH3:49])[N:43]=1>>[F:35][C:33]1[CH:32]=[CH:31][C:30]([N:36]2[N:40]=[CH:39][CH:38]=[N:37]2)=[C:29]([C:27]([N:21]2[CH2:22][CH2:23][C@@H:24]3[C@@H:19]([N:26]([C:46]4[CH:45]=[C:44]([CH3:49])[N:43]=[C:42]([NH2:41])[N:47]=4)[CH2:25]3)[CH2:20]2)=[O:28])[CH:34]=1. The reactants are solution, C(C=C)[C@@]1([C@H]([C@@H](O[C@@H]1COCC1=CC=CC=C1)N1C(=O)NC(=O)C(C)=C1)O)OCC1=CC=CC=C1 (1-(3-Allyl-3,5-di-O-benzyl-β-D-ribofuranosyl)thymine), I(=O)(=O)(=O)[O-].[Na+] (sodium periodate), C(C)(C)(C)O (tert-butanol), [BH4-].[Na+] (sodium borohydride). The reagents and catalysts are [Os](=O)(=O)(=O)=O (osmium tetraoxide). Solvent: O (Water), O (water), C1CCOC1 (THF), O (water). Run at time 45 minute. The product is C(C1=CC=CC=C1)O[C@]1([C@H]([C@@H](O[C@@H]1COCC1=CC=CC=C1)N1C(=O)NC(=O)C(C)=C1)O)CCO (1-(3,5-Di-O-benzyl-3-C-[2-hydroxyethyl]-β-D-ribofuranosyl)thymine), material. Isolated yield 48.0%. Reaction SMILES: [CH2:1]([C@@:4]1([O:28][CH2:29][C:30]2[CH:35]=[CH:34][CH:33]=[CH:32][CH:31]=2)[C@@H:8]([CH2:9][O:10][CH2:11][C:12]2[CH:17]=[CH:16][CH:15]=[CH:14][CH:13]=2)[O:7][C@@H:6]([N:18]2[CH:26]=[C:24]([CH3:25])[C:22](=[O:23])[NH:21][C:19]2=[O:20])[C@@H:5]1[OH:27])[CH:2]=C.I([O-])(=O)(=O)=[O:37].[Na+].C(O)(C)(C)C.[BH4-].[Na+]>C1COCC1.O.[Os](=O)(=O)(=O)=O>[CH2:29]([O:28][C@:4]1([CH2:1][CH2:2][OH:37])[C@@H:8]([CH2:9][O:10][CH2:11][C:12]2[CH:13]=[CH:14][CH:15]=[CH:16][CH:17]=2)[O:7][C@@H:6]([N:18]2[CH:26]=[C:24]([CH3:25])[C:22](=[O:23])[NH:21][C:19]2=[O:20])[C@@H:5]1[OH:27])[C:30]1[CH:35]=[CH:34][CH:33]=[CH:32][CH:31]=1 |f:1.2,4.5|. Reported procedure: To a stirred solution of nucleoside 2 (1.00 g, 2.09 mmol) in THF (5.4 cm3) and water (5.4 cm3) was added sodium periodate (1.34 g, 6.27 mmol) and a 2.5% solution of osmium tetraoxide in tert-butanol (w/w, 0.265 cm3, 19 μmol). The solution was stirred at room temperature for 45 min. Water (25 cm3) was added and the solution was extracted with dichloromethane (2×50 cm3). The organic phase was washed with a saturated aqueous solution of sodium hydrogencarbonate (3×30 cm3) and dried (Na2SO4). The so... Starting materials: CN(C=1C=C(C(=O)NC=2C=CC(=C(C2)NC(C2=C(C=CC=C2)F)=O)C)C=CC1)C (N-[5-(3-dimethylaminobenzamido)-2-methylphenyl]-2-fluorobenzamide), O1CCN(CC1)CCCN (3-morpholinopropylamine). Reaction SMILES: [CH3:1][N:2]([CH3:29])[C:3]1[CH:4]=[C:5]([CH:26]=[CH:27][CH:28]=1)[C:6]([NH:8][C:9]1[CH:10]=[CH:11][C:12]([CH3:25])=[C:13]([NH:15][C:16](=[O:24])[C:17]2[CH:22]=[CH:21][CH:20]=[CH:19][C:18]=2F)[CH:14]=1)=[O:7].[O:30]1[CH2:35][CH2:34][N:33]([CH2:36][CH2:37][CH2:38][NH2:39])[CH2:32][CH2:31]1>>[CH3:1][N:2]([CH3:29])[C:3]1[CH:4]=[C:5]([CH:26]=[CH:27][CH:28]=1)[C:6]([NH:8][C:9]1[CH:10]=[CH:11][C:12]([CH3:25])=[C:13]([NH:15][C:16](=[O:24])[C:17]2[CH:22]=[CH:21][CH:20]=[CH:19][C:18]=2[NH:39][CH2:38][CH2:37][CH2:36][N:33]2[CH2:34][CH2:35][O:30][CH2:31][CH2:32]2)[CH:14]=1)=[O:7]. The yield is 33.0%. Procedure: Using an analogous procedure to that described in Example 20, N-[5-(3-dimethylaminobenzamido)-2-methylphenyl]-2-fluorobenzamide was reacted with 3-morpholinopropylamine to give the title compound in 33% yield; m.p. 239-240° C.; NMR Spectrum: (DMSOd6) 1.7 (m, 2H), 2.17 (s, 3H), 2.31 (m, 6H), 2.95 (s, 6H), 3.15 (q, 2H), 3.53 (t, 4H), 6.6 (t, 1H), 6.72 (d, 1H), 6.89 (m, 1H), 7.2 (m, 3H), 7.3 (m, 2H), 7.54 (m, 1H), 7.65 (m, 1H), 7.75 (m, 2H), 9.69 (s, 1H), 10.06 (s, 1H); Mass Spectrum: M+H+ 516. The product is CN(C=1C=C(C(=O)NC=2C=CC(=C(C2)NC(C2=C(C=CC=C2)NCCCN2CCOCC2)=O)C)C=CC1)C (N-[5-(3-dimethylaminobenzamido)-2-methylphenyl]-2-(3-morpholinopropylamino)benzamide). Run in C(C)(=O)OCC (ethyl acetate), O (water), ClCCCl (1,2-dichloroethane). The product is O=C1COC2=C1C=CC(=C2)NC(C)=O (N-(3-Oxo-2,3-dihydro-1-benzofuran-6-yl)acetamide). Reaction SMILES: ClC[C:3](Cl)=[O:4].[CH3:6][O:7][C:8]1[CH:9]=[C:10]([NH:14][C:15](=[O:17])[CH3:16])[CH:11]=[CH:12][CH:13]=1.[Cl-].[Al+3].[Cl-].[Cl-].C([O-])(=O)C.[Na+]>ClCCCl.O.C(OCC)(=O)C>[O:4]=[C:3]1[C:13]2[CH:12]=[CH:11][C:10]([NH:14][C:15](=[O:17])[CH3:16])=[CH:9][C:8]=2[O:7][CH2:6]1 |f:2.3.4.5,6.7|. Reactants: ice water, ClCC(=O)Cl (chloroacetyl chloride), C(C)(=O)[O-].[Na+] (sodium acetate), COC=1C=C(C=CC1)NC(C)=O (N-(3-methoxyphenyl)acetamide), [Cl-].[Al+3].[Cl-].[Cl-] (aluminum chloride). Reported procedure: 32.6 g (0.181 mol) of chloroacetyl chloride are added, followed within 15 minutes by 20 g (0.121 mol) of N-(3-methoxyphenyl)acetamide, to a solution of 64.6 g (0.484 mol) of aluminum chloride in 100 ml of 1,2-dichloroethane at 0° C. under argon. The temperature rises to 10° C. during this. The mixture is then slowly warmed to room temperature and stirred overnight. The brown mixture is added to ice-water, and ethyl acetate is added. After vigorous stirring, N-(3-methoxy-4-chloroacetylphenyl)acet... Conditions: time 8 hour. The reactants are O=O (oxygen), CC=1C=CC(=CC1)C (p-xylene), C(C)(=O)ON1C(C=2C(C1=O)=CC=CC2)=O (N-acetoxyphthalimide), C(C)(=O)O (acetic acid). The reagents and catalysts are C(C)(=O)[O-].[Co+2].C(C)(=O)[O-] (cobalt(II) acetate), C(C)(=O)[O-].[Mn+2].C(C)(=O)[O-] (manganese(II) acetate). Yields the product C(C1=CC=C(C(=O)O)C=C1)(=O)O (terephthalic acid), CC=1C=CC(=CC1)C(=O)O (p-toluic acid). As a reaction SMILES: [CH3:1][C:2]1[CH:3]=[CH:4]C(C)=[CH:6][CH:7]=1.C(ON1[C:17](=[O:18])[C:16]2=[CH:19][CH:20]=[CH:21][CH:22]=[C:15]2C1=O)(=O)C.[O:24]=O.[C:26]([OH:29])(=[O:28])[CH3:27]>C([O-])(=O)C.[Co+2].C([O-])(=O)C.C([O-])(=O)C.[Mn+2].C([O-])(=O)C>[C:17]([OH:18])(=[O:24])[C:16]1[CH:15]=[CH:22][C:21]([C:26]([OH:29])=[O:28])=[CH:20][CH:19]=1.[CH3:1][C:2]1[CH:7]=[CH:6][C:27]([C:26]([OH:29])=[O:28])=[CH:4][CH:3]=1 |f:4.5.6,7.8.9|. Procedure details: A mixture of 2 mmol of p-xylene, 0.4 mmol of N-acetoxyphthalimide, 0.01 mmol of cobalt(II) acetate, 0.01 mmol of manganese(II) acetate and 5 ml of acetic acid was stirred at 100° C. in an atmosphere of oxygen gas (1 atm=0.1 MPa) for 14 hours and thereby yielded terephthalic acid and p-toluic acid in yields of 92% and 1%, respectively. Starting materials: COc1ccc(P2(=S)SP(=S)(c3ccc(OC)cc3)S2)cc1, COc1cc(C(N)=O)cc(OC)c1OC, Cc1ccccc1, CCOC(C)=O. The product is COc1cc(C(N)=S)cc(OC)c1OC. RXN SMILES: [CH3:16][O:17][c:18]1[cH:19][cH:20][c:21]([P:22]2(=[S:23])[S:24][P:26](=[S:27])([c:28]3[cH:29][cH:30][c:31]([O:32][CH3:33])[cH:34][cH:35]3)[S:25]2)[cH:36][cH:37]1.[CH3:1][O:2][c:3]1[cH:4][c:5]([C:6](=[O:7])[NH2:8])[cH:9][c:10]([O:14][CH3:15])[c:11]1[O:12][CH3:13].[CH3:38][c:39]1[cH:40][cH:41][cH:42][cH:43][cH:44]1.[CH3:45][CH2:46][O:47][C:48](=[O:49])[CH3:50]>>[CH3:1][O:2][c:3]1[cH:4][c:5]([C:6]([NH2:8])=[S:25])[cH:9][c:10]([O:14][CH3:15])[c:11]1[O:12][CH3:13].